From a dataset of the Open Reaction Database (ORD), a public repository of structured organic reaction records. describe an organic reaction: reactants, conditions, products, and yield Reactants: FC(COC1=CC=CC(=N1)C(=O)O)(C(F)(F)F)F (6-(2,2,3,3,3-pentafluoro-propoxy)-pyridine-2-carboxylic acid), C1(CC1)C=1C=CC(=NC1OCC(C(F)(F)F)(F)F)C(=O)O (5-cyclopropyl-6-(2,2,3,3,3-pentafluoro-propoxy)-pyridine-2-carboxylic acid), N[C@H](C(=O)NC)CC(C)(C)C ((2S)-2-amino-N,4,4-trimethyl-pentanamide). The product is CC(C[C@@H](C(NC)=O)NC(=O)C1=NC(=C(C=C1)C1CC1)OCC(C(F)(F)F)(F)F)(C)C (5-Cyclopropyl-6-(2,2,3,3,3-pentafluoro-propoxy)-pyridine-2-carboxylic acid ((S)-3,3-dimethyl-1-methylcarbamoyl-butyl)-amide). Reaction SMILES: FC(F)(C(F)(F)F)COC1N=C(C(O)=O)C=CC=1.[CH:19]1([C:22]2[CH:23]=[CH:24][C:25]([C:37](O)=[O:38])=[N:26][C:27]=2[O:28][CH2:29][C:30]([F:36])([F:35])[C:31]([F:34])([F:33])[F:32])[CH2:21][CH2:20]1.[NH2:40][C@@H:41]([CH2:46][C:47]([CH3:50])([CH3:49])[CH3:48])[C:42]([NH:44][CH3:45])=[O:43]>>[CH3:48][C:47]([CH3:50])([CH3:49])[CH2:46][C@H:41]([NH:40][C:37]([C:25]1[CH:24]=[CH:23][C:22]([CH:19]2[CH2:20][CH2:21]2)=[C:27]([O:28][CH2:29][C:30]([F:35])([F:36])[C:31]([F:32])([F:33])[F:34])[N:26]=1)=[O:38])[C:42](=[O:43])[NH:44][CH3:45]. Procedure details: The title compound was synthesized in analogy to Example 1, using the mixture of 6-(2,2,3,3,3-pentafluoro-propoxy)-pyridine-2-carboxylic acid and 5-cyclopropyl-6-(2,2,3,3,3-pentafluoro-propoxy)-pyridine-2-carboxylic acid (Example 297b) and (2S)-2-amino-N,4,4-trimethyl-pentanamide (CAN 1160161-70-5) as starting materials, the product was isolated by preparative HPLC; LC-MS (UV peak area/ESI) 100%, 452.1962 (M+H)+. Reactants: C=CCOCCC1(C2CCCC2)CC(O)=C(Cl)C(=O)O1, Cc1cc(C)n2nc(S)nc2n1, CN(C)C=O. The product is C=CCOCCC1(C2CCCC2)CC(O)=C(Sc2nc3nc(C)cc(C)n3n2)C(=O)O1. RXN SMILES: [CH2:1]([CH:2]=[CH2:3])[O:4][CH2:5][CH2:6][C:7]1([CH:16]2[CH2:17][CH2:18][CH2:19][CH2:20]2)[CH2:8][C:9]([OH:15])=[C:10]([Cl:14])[C:11](=[O:13])[O:12]1.[CH3:21][c:22]1[n:23][c:24]2[n:25]([c:26]([CH3:28])[cH:27]1)[n:29][c:30]([SH:32])[n:31]2.[O:33]=[CH:34][N:35]([CH3:36])[CH3:37]>>[CH2:1]([CH:2]=[CH2:3])[O:4][CH2:5][CH2:6][C:7]1([CH:16]2[CH2:17][CH2:18][CH2:19][CH2:20]2)[CH2:8][C:9]([OH:15])=[C:10]([S:32][c:30]2[n:29][n:25]3[c:24]([n:23][c:22]([CH3:21])[cH:27][c:26]3[CH3:28])[n:31]2)[C:11](=[O:13])[O:12]1. Starting materials: O (water), [H-].[Na+] (Sodium hydride), C1(=CC=CC=C1)C1CCCC(NC1)=O (6-phenylazepan-2-one), COCCBr (2-bromoethyl methyl ether). The solvent is CN(C=O)C (N,N-dimethylformamide). Run at time 21 hour. Product: COCCN1C(CCCC(C1)C1=CC=CC=C1)=O (1-(2-Methoxyethyl)-6-phenylazepan-2-one). As a reaction SMILES: [H-].[Na+].[C:3]1([CH:9]2[CH2:15][NH:14][C:13](=[O:16])[CH2:12][CH2:11][CH2:10]2)[CH:8]=[CH:7][CH:6]=[CH:5][CH:4]=1.[CH3:17][O:18][CH2:19][CH2:20]Br.O>CN(C)C=O>[CH3:17][O:18][CH2:19][CH2:20][N:14]1[CH2:15][CH:9]([C:3]2[CH:4]=[CH:5][CH:6]=[CH:7][CH:8]=2)[CH2:10][CH2:11][CH2:12][C:13]1=[O:16] |f:0.1|. Procedure: Sodium hydride (60% dispersion in mineral oil; 0.32 g, 8.03 mmol) was added to a solution of 6-phenylazepan-2-one (0.76 g, 4.02 mmol) in N,N-dimethylformamide (15 mL) at 0° C., followed by the addition of 2-bromoethyl methyl ether (0.837 g, 6.03 mmol), and the mixture was allowed to warm to ambient temperature. After 21 h, water was added and the mixture was extracted with ethyl acetate (3×). The combined organic extracts were washed with water (3×), saturated brine, dried over sodium sulfate, f... The reactants are C(C)(C)(C)OC(=O)N1C[C@H](N(CC1)C1=NC=C(C=C1)C(=O)O)C ((R)-4-(5-carboxy-pyridin-2-yl)-3-methyl-piperazine-1-carboxylic acid tert-butyl ester), C(CCl)Cl (EDC), C1=CC2=C(N=C1)N(N=N2)O (HOAt), CC1(OB(OC1(C)C)C1=CC=C(N)C=C1)C (4-(4,4,5,5-tetramethyl-1,3,2-dioxaborolan-2-yl)aniline), C(C)(C)N(C(C)C)CC (N,N-diisopropylethylamine). The solvent is CN(C)C=O (DMF). Run at time 30 minute. The product is C(C)(C)(C)OC(=O)N1C[C@H](N(CC1)C1=NC=C(C=C1)C(NC1=CC=C(C=C1)B1OC(C(O1)(C)C)(C)C)=O)C ((R)-3-Methyl-4-{5-[4-(4,4,5,5-tetramethyl-1,3,2-dioxaborolan-2-yl)-phenylcarbamoyl]-pyridin-2-yl}-piperazine-1-carboxylic acid tert-butyl ester). The yield is 79.8%. As a reaction SMILES: [C:1]([O:5][C:6]([N:8]1[CH2:13][CH2:12][N:11]([C:14]2[CH:19]=[CH:18][C:17]([C:20]([OH:22])=O)=[CH:16][N:15]=2)[C@H:10]([CH3:23])[CH2:9]1)=[O:7])([CH3:4])([CH3:3])[CH3:2].C(Cl)CCl.C1C=NC2N(O)N=NC=2C=1.[CH3:38][C:39]1([CH3:53])[C:43]([CH3:45])([CH3:44])[O:42][B:41]([C:46]2[CH:52]=[CH:51][C:49]([NH2:50])=[CH:48][CH:47]=2)[O:40]1.C(N(CC)C(C)C)(C)C>CN(C=O)C>[C:1]([O:5][C:6]([N:8]1[CH2:13][CH2:12][N:11]([C:14]2[CH:19]=[CH:18][C:17]([C:20](=[O:22])[NH:50][C:49]3[CH:48]=[CH:47][C:46]([B:41]4[O:42][C:43]([CH3:45])([CH3:44])[C:39]([CH3:53])([CH3:38])[O:40]4)=[CH:52][CH:51]=3)=[CH:16][N:15]=2)[C@H:10]([CH3:23])[CH2:9]1)=[O:7])([CH3:3])([CH3:2])[CH3:4]. Procedure: A solution of (R)-4-(5-carboxy-pyridin-2-yl)-3-methyl-piperazine-1-carboxylic acid tert-butyl ester (200 mg, 0.6 mmol) and EDC (140 mg, 0.75 mmol) and HOAt (100 mg, 0.75 mmol) dissolved in DMF (4.6 mL) was stirred for 30 min and 4-(4,4,5,5-tetramethyl-1,3,2-dioxaborolan-2-yl)aniline (140 mg, 0.62 mmol) and N,N-diisopropylethylamine (130 μL, 0.75 mmol) were added. The reaction mixture was stirred at RT overnight and extracted with ethyl acetate/water. The organic layer was dried over sodium sulfa...